From a dataset of the Open Reaction Database (ORD), a public repository of structured organic reaction records. describe an organic reaction: reactants, conditions, products, and yield Reactants: [OH-].[NH4+].O (ammonium hydroxide water), ClC1=NC=NC2=CC=CC=C12 (4-chloroquinazoline), C1=C(C=CC2=CC=CC=C12)CCN (2-(2-naphthyl)ethyl amine). The solvent is 50/50. The product is C1=C(C=CC2=CC=CC=C12)CCNC1=NC=NC2=CC=CC=C12 (N-[2-(2-naphthyl)ethyl]-4-quinazolinamine). Isolated yield 26.4%. RXN SMILES: Cl[C:2]1[C:11]2[C:6](=[CH:7][CH:8]=[CH:9][CH:10]=2)[N:5]=[CH:4][N:3]=1.[CH:12]1[C:21]2[C:16](=[CH:17][CH:18]=[CH:19][CH:20]=2)[CH:15]=[CH:14][C:13]=1[CH2:22][CH2:23][NH2:24].[OH-].[NH4+].O>>[CH:12]1[C:21]2[C:16](=[CH:17][CH:18]=[CH:19][CH:20]=2)[CH:15]=[CH:14][C:13]=1[CH2:22][CH2:23][NH:24][C:2]1[C:11]2[C:6](=[CH:7][CH:8]=[CH:9][CH:10]=2)[N:5]=[CH:4][N:3]=1 |f:2.3.4|. Procedure: A mixture of 1.0 g of 4-chloroquinazoline and 2.0 g of 2-(2-naphthyl)ethyl amine was heated under nitrogen to 165°-170° C. for one hour. The mixture was cooled and then 200 ml of a 50/50 mixture of ammonium hydroxide/water was added. The product was extracted into CH2Cl2, and the resulting solution was treated with charcoal and filtered. The solution was then concentrated to dryness, and the residue was recrystallized from a mixture of pentane and CH2Cl2 to give: 0.480 g of the title product. Yi... Reactants: BrCCCBr, CC#N, CSc1cc(C(C)=O)ccc1O. Yields the product CSc1cc(C(C)=O)ccc1OCCCBr. As a reaction SMILES: [Br:13][CH2:14][CH2:15][CH2:16][Br:17].[CH3:18][C:19]#[N:20].[OH:1][c:2]1[c:3]([S:11][CH3:12])[cH:4][c:5]([C:8]([CH3:9])=[O:10])[cH:6][cH:7]1>>[O:1]([c:2]1[c:3]([S:11][CH3:12])[cH:4][c:5]([C:8]([CH3:9])=[O:10])[cH:6][cH:7]1)[CH2:16][CH2:15][CH2:14][Br:13]. Starting materials: FC1=CC2=C(C(=NO2)C2CCN(CC2)CCCOC2=CC=C(C=C2)C(C)=O)C=C1 (1-[4-[3-[4-(6-fluoro-1,2-benzisoxazol-3-yl)-1-piperidinyl]propoxy]phenyl]ethanone), FC1=CC2=C(C(=NO2)C2CCNCC2)C=C1 (6fluoro-3-(4-piperidinyl)-1,2-benzisoxazole), C(=O)([O-])[O-].[K+].[K+] (K2CO3), BrCCCOC1=CC=C(C=C1)C(C)=O (1-[4-(3-bromopropoxy)phenyl]ethanone). Run in C(C)#N (acetonitrile). Yields the product FC1=CC2=C(C(=NO2)C2CCN(CC2)CCC(=O)C2=CC=C(C=C2)C(C)=O)C=C1 (1-[4-[3-[4-(6-Fluoro-1,2-benzisoxazol-yl)-1-piperidinyl]propoy]phenyl]ethanone). RXN SMILES: FC1C=CC2C(C3CCNCC3)=NOC=2C=1.C([O-])([O-])=O.[K+].[K+].BrCCCO[C:28]1[CH:33]=[CH:32][C:31]([C:34](=[O:36])[CH3:35])=[CH:30][CH:29]=1.[F:37][C:38]1[CH:65]=[CH:64][C:41]2[C:42]([CH:45]3[CH2:50][CH2:49][N:48]([CH2:51][CH2:52][CH2:53][O:54]C4C=CC(C(=O)C)=CC=4)[CH2:47][CH2:46]3)=[N:43][O:44][C:40]=2[CH:39]=1>C(#N)C>[F:37][C:38]1[CH:65]=[CH:64][C:41]2[C:42]([CH:45]3[CH2:50][CH2:49][N:48]([CH2:51][CH2:52][C:53]([C:28]4[CH:29]=[CH:30][C:31]([C:34](=[O:36])[CH3:35])=[CH:32][CH:33]=4)=[O:54])[CH2:47][CH2:46]3)=[N:43][O:44][C:40]=2[CH:39]=1 |f:1.2.3|. Procedure: A mixture of 6fluoro-3-(4-piperidinyl)-1,2-benzisoxazole (3.27 & 14.8 mmol), K2CO3 (3 g), 1-[4-(3-bromopropoxy)phenyl]ethanone (4.5 g, 17.5 mmol) in acetonitrile (60 ml) was heated at reflux for 4 hours. The solvent was removed. The residue was dissolved in dichloromethane (300 ml) and washed with water and brine, then dried over MgSO4. The crude product from the evaporated solution was purified by flash chromatography (SiO2, 60 g; eluted with 1% methanol in dichloromethane, 1 liter). The purest... Starting materials: CC(C)c1nn(Cc2ccc(Br)cc2F)c(=O)c(C(=O)NCC(=O)O)c1O, O=C([O-])[O-], C1COCCO1, Cl, [K+], [K+], O, OB(O)c1ccccc1. Product: CC(C)c1nn(Cc2ccc(-c3ccccc3)cc2F)c(=O)c(C(=O)NCC(=O)O)c1O. Reaction SMILES: [Br:1][c:2]1[cH:3][c:4]([F:27])[c:5]([CH2:8][n:9]2[n:10][c:11]([CH:24]([CH3:25])[CH3:26])[c:12]([OH:23])[c:13]([C:16](=[O:17])[NH:18][CH2:19][C:20](=[O:21])[OH:22])[c:14]2=[O:15])[cH:6][cH:7]1.[C:37](=[O:38])([O-:39])[O-:40].[CH2:45]1[O:46][CH2:47][CH2:48][O:49][CH2:50]1.[ClH:43].[K+:41].[K+:42].[OH2:44].[OH:28][B:29]([OH:30])[c:31]1[cH:32][cH:33][cH:34][cH:35][cH:36]1>>[c:2]1(-[c:31]2[cH:32][cH:33][cH:34][cH:35][cH:36]2)[cH:3][c:4]([F:27])[c:5]([CH2:8][n:9]2[n:10][c:11]([CH:24]([CH3:25])[CH3:26])[c:12]([OH:23])[c:13]([C:16](=[O:17])[NH:18][CH2:19][C:20](=[O:21])[OH:22])[c:14]2=[O:15])[cH:6][cH:7]1. Starting materials: [BH4-], CCOC(C)=O, CCO, CC1(c2ccc(Cl)nc2)NS(=O)(=O)N=C1c1ccc(Cl)c(F)c1, [Na+]. The product is CC1(c2ccc(Cl)nc2)NS(=O)(=O)NC1c1ccc(Cl)c(F)c1. Reaction SMILES: [BH4-:1].[CH3:29][CH2:30][O:31][C:32](=[O:33])[CH3:34].[CH3:3][CH2:4][OH:5].[Cl:6][c:7]1[n:8][cH:9][c:10]([C:13]2([CH3:28])[NH:14][S:15](=[O:26])(=[O:27])[N:16]=[C:17]2[c:18]2[cH:19][c:20]([F:25])[c:21]([Cl:24])[cH:22][cH:23]2)[cH:11][cH:12]1.[Na+:2]>>[Cl:6][c:7]1[n:8][cH:9][c:10]([C:13]2([CH3:28])[NH:14][S:15](=[O:26])(=[O:27])[NH:16][CH:17]2[c:18]2[cH:19][c:20]([F:25])[c:21]([Cl:24])[cH:22][cH:23]2)[cH:11][cH:12]1. Starting materials: CCOC(=O)c1conc1-c1ccc(F)c(Br)c1, CC(C)C[Al+]CC(C)C, Cl, [H-], C1CCOC1. The product is OCc1conc1-c1ccc(F)c(Br)c1. RXN SMILES: [Br:1][c:2]1[cH:3][c:4](-[c:9]2[n:10][o:11][cH:12][c:13]2[C:14](=[O:15])[O:16][CH2:17][CH3:18])[cH:5][cH:6][c:7]1[F:8].[CH2:20]([Al+:21][CH2:22][CH:23]([CH3:24])[CH3:25])[CH:26]([CH3:27])[CH3:28].[ClH:29].[H-:19].[O:30]1[CH2:31][CH2:32][CH2:33][CH2:34]1>>[Br:1][c:2]1[cH:3][c:4](-[c:9]2[n:10][o:11][cH:12][c:13]2[CH2:14][OH:15])[cH:5][cH:6][c:7]1[F:8]. Reactants: C(#N)CC(=O)N (α-cyanoacetamide), N(=O)[O-].[Na+] (sodium nitrite), [OH-].[Na+] (NaOH), S(=O)(=O)(OC)OC (dimethyl sulfate), C(C)(=O)O (acetic acid), [OH-].[Na+] (NaOH). Run in O (water). Conditions: time 1.5 hour. Product: C(#N)C(C(=O)N)=NOC (2-Cyano-2-methoxyiminoacetamide). Isolated yield 76.6%. As a reaction SMILES: [C:1]([CH2:3][C:4]([NH2:6])=[O:5])#[N:2].[N:7]([O-:9])=O.[Na+].[C:11](O)(=O)C.[OH-].[Na+].S(OC)(OC)(=O)=O>O>[C:1]([C:3](=[N:7][O:9][CH3:11])[C:4]([NH2:6])=[O:5])#[N:2] |f:1.2,4.5|. Reported procedure: To a stirred mixture of α-cyanoacetamide (252 g, 3 mole) and sodium nitrite (414 g, 6 mole) in water (600 ml) was added acetic acid (371 ml, 10 mole) at 5°-10° C. over 1.5 hours. The mixture was allowed to stir for another 1.5 hours and adjusted to pH 8.5 with 6N NaOH. To the mixture was added dimethyl sulfate (568 ml, 6 mole) at 15°-20° C. and the mixture was stirred at 45° C. for 1.5 hours. The reaction mixture was adjusted to pH 8.5 with 6N NaOH and allowed to stand at 5° C. overnight to sepa... The reactants are FC(C(C(CCC1=C(C=CC=C1)C)=NO)=O)(F)F (1,1,1-trifluoro-5-(2-methylphenyl)-2,3-pentanedione 3-oxime), S(O)(O)(=O)=O (sulfuric acid). The solvent is O (water). Yields the product S(O)(O)(=O)=O (sulfuric acid), OC1(C(CCC2=C(C=CC=C12)C)=NO)C(F)(F)F (3,4-dihydro-1-hydroxy-5-methyl-1-(trifluoromethyl)-2(1H)-naphthalenone oxime). Isolated yield 50.0%. Reaction SMILES: [F:1][C:2]([F:18])([F:17])[C:3](=[O:16])[C:4](=[N:14][OH:15])[CH2:5][CH2:6][C:7]1[CH:12]=[CH:11][CH:10]=[CH:9][C:8]=1[CH3:13].[S:19](=[O:23])(=[O:22])([OH:21])[OH:20]>O>[S:19](=[O:21])(=[O:20])([OH:23])[OH:22].[OH:16][C:3]1([C:2]([F:17])([F:18])[F:1])[C:12]2[C:7](=[C:8]([CH3:13])[CH:9]=[CH:10][CH:11]=2)[CH2:6][CH2:5][C:4]1=[N:14][OH:15]. Reported procedure: cyclizing the 1,1,1-trifluoro-5-(2-methylphenyl)-2,3-pentanedione 3-oxime with 100% sulfuric acid or with aqueous sulfuric acid containing from 50 up to 100% by weight of sulfuric acid per volume of water, i.e. 50% up to 100% (w/v) aqueous sulfuric acid, to obtain 3,4-dihydro-1-hydroxy-5-methyl-1-(trifluoromethyl)-2(1H)-naphthalenone oxime; The reactants are CC(O)C1C(O[Si](C)(C)C(C)(C)C)CCN1C(=O)OC(C)(C)C, CO, Cl, NO, O, c1ccncc1. The product is CC(=NO)C1C(O[Si](C)(C)C(C)(C)C)CCN1C(=O)OC(C)(C)C. As a reaction SMILES: [C:1]([CH3:2])([CH3:3])([CH3:4])[O:5][C:6](=[O:7])[N:8]1[CH:9]([CH:21]([CH3:22])[OH:23])[CH:10]([O:13][Si:14]([CH3:15])([CH3:16])[C:17]([CH3:18])([CH3:19])[CH3:20])[CH2:11][CH2:12]1.[CH3:34][OH:35].[ClH:26].[NH2:24][OH:25].[OH2:33].[cH:27]1[cH:28][cH:29][n:30][cH:31][cH:32]1>>[C:1]([CH3:2])([CH3:3])([CH3:4])[O:5][C:6](=[O:7])[N:8]1[CH:9]([C:21]([CH3:22])=[N:24][OH:25])[CH:10]([O:13][Si:14]([CH3:15])([CH3:16])[C:17]([CH3:18])([CH3:19])[CH3:20])[CH2:11][CH2:12]1. Reactants: C(#N)C1(CC1)NC(=O)[C@H]1[C@@H](C[C@@H](C1)S(=O)(=O)C1=C(C=C(C=C1)Br)C(F)(F)F)C(=O)N1CC(C1)(F)F ((1R,2R,4R)-4-(4-Bromo-2-trifluoromethyl-benzenesulfonyl)-2-(3,3-difluoro-azetidine-1-carbonyl)-cyclopentanecarboxylic acid (1-cyano-cyclopropyl)-amide), ClC1=CN=CC=N1 (6-chloropyrazine). Yields the product C(#N)C1(CC1)NC(=O)[C@H]1[C@@H](C[C@@H](C1)S(=O)(=O)C1=C(C=C(C=C1)C1=NC(=CN=C1)Cl)C(F)(F)F)C(=O)N1CC(C1)(F)F ((1R,2R,4R)-4-[4-(6-Chloro-pyrazin-2-yl)-2-trifluoromethyl-benzenesulfonyl]-2-(3,3-difluoro-azetidine-1-carbonyl)-cyclopentanecarboxylic acid (1-cyano-cyclopropyl)-amide). As a reaction SMILES: [C:1]([C:3]1([NH:6][C:7]([C@@H:9]2[CH2:13][C@@H:12]([S:14]([C:17]3[CH:22]=[CH:21][C:20](Br)=[CH:19][C:18]=3[C:24]([F:27])([F:26])[F:25])(=[O:16])=[O:15])[CH2:11][C@H:10]2[C:28]([N:30]2[CH2:33][C:32]([F:35])([F:34])[CH2:31]2)=[O:29])=[O:8])[CH2:5][CH2:4]1)#[N:2].[Cl:36][C:37]1[N:42]=[CH:41][CH:40]=[N:39][CH:38]=1>>[C:1]([C:3]1([NH:6][C:7]([C@@H:9]2[CH2:13][C@@H:12]([S:14]([C:17]3[CH:22]=[CH:21][C:20]([C:41]4[CH:40]=[N:39][CH:38]=[C:37]([Cl:36])[N:42]=4)=[CH:19][C:18]=3[C:24]([F:27])([F:26])[F:25])(=[O:16])=[O:15])[CH2:11][C@H:10]2[C:28]([N:30]2[CH2:33][C:32]([F:35])([F:34])[CH2:31]2)=[O:29])=[O:8])[CH2:5][CH2:4]1)#[N:2]. Reported procedure: The title compound was prepared in analogy to Example 120 using (1R,2R,4R)-4-(4-Bromo-2-trifluoromethyl-benzenesulfonyl)-2-(3,3-difluoro-azetidine-1-carbonyl)-cyclopentanecarboxylic acid (1-cyano-cyclopropyl)-amide (Example 117) and 6-chloropyrazine. Light brown solid. MS (EI): 618.3 (M+H)+.